Dataset: the Open Reaction Database (ORD), a public repository of structured organic reaction records. Task: describe an organic reaction: reactants, conditions, products, and yield Starting materials: [Cl-].[NH4+] (ammonium chloride), BrCC=1C=C(O[Si](C(C)(C)C)(C)C)C=CC1 ([3-(bromomethyl)phenoxy]dimethyl(1,1-dimethylethyl)silane), C(CCC)[Li] (n-Butyllithium), CC=1SC(=C(N1)C1=CC=CC=C1)C1=CC=CC=C1 (2-methyl-4,5-diphenylthiazole), [F-].C(CCC)[N+](CCCC)(CCCC)CCCC (tetra-n-butylammonium fluoride). Run in C1CCOC1 (THF), Cl (HCl), hexanes, C(C)OCC (diethyl ether), C1CCOC1 (THF), CCCCCC (hexane), C1CCOC1 (THF), C1CCOC1 (THF). Conditions: temperature -78 celsius, time 10 minute. Yields the product C1(=CC=CC=C1)C=1N=C(SC1C1=CC=CC=C1)CCC=1C=C(C=CC1)O (3-[2-(4,5-diphenyl-2-thiazolyl)ethyl]phenol). The yield is 57.8%. As a reaction SMILES: C([Li])CCC.[CH3:6][C:7]1[S:8][C:9]([C:18]2[CH:23]=[CH:22][CH:21]=[CH:20][CH:19]=2)=[C:10]([C:12]2[CH:17]=[CH:16][CH:15]=[CH:14][CH:13]=2)[N:11]=1.Br[CH2:25][C:26]1[CH:27]=[C:28]([CH:37]=[CH:38][CH:39]=1)[O:29][Si](C)(C)C(C)(C)C.[Cl-].[NH4+].[F-].C([N+](CCCC)(CCCC)CCCC)CCC>CCCCCC.C1COCC1.Cl.C(OCC)C>[C:12]1([C:10]2[N:11]=[C:7]([CH2:6][CH2:25][C:26]3[CH:27]=[C:28]([OH:29])[CH:37]=[CH:38][CH:39]=3)[S:8][C:9]=2[C:18]2[CH:23]=[CH:22][CH:21]=[CH:20][CH:19]=2)[CH:17]=[CH:16][CH:15]=[CH:14][CH:13]=1 |f:3.4,5.6|. Procedure: n-Butyllithium (1.53 g, 24 mmol) in hexane (9.5 mL) was added dropwise to a stirred solution of 2-methyl-4,5-diphenylthiazole (5 g, 20 mmol) in dry THF (150mL,) maintained at -78° C. under an atmosphere of nitrogen. After 25 minutes a solution of [3-(bromomethyl)phenoxy]dimethyl(1,1-dimethylethyl)silane (6.60 g, 22mmol) in THF (10mL) was added dropwise, the mixture stirred at -78° C. for 10 minutes and the allowed to warm to room temperature. The reaction mixture was poured onto saturated ammoni... Starting materials: C(C)(C)(C)OC(N[C@H]1CN(CC1)C([C@@H](C)O)=O)=O ([(R)-1-((R)-2-hydroxy-propionyl)-pyrrolidin-3-yl]carbamic acid tert-butyl ester), B (borane), CO (methanol). Run in C1CCOC1 (THF). Reaction conditions: time 30 minute. Yields the product C(C)(C)(C)OC(N[C@H]1CN(CC1)C[C@@H](C)O)=O ([(R)-1-((R)-2-Hydroxy-propyl)-pyrrolidin-3-yl]-carbamic acid tert-butyl ester). The yield is 51.6%. RXN SMILES: [C:1]([O:5][C:6](=[O:18])[NH:7][C@@H:8]1[CH2:12][CH2:11][N:10]([C:13](=O)[C@H:14]([OH:16])[CH3:15])[CH2:9]1)([CH3:4])([CH3:3])[CH3:2].B.CO>C1COCC1>[C:1]([O:5][C:6](=[O:18])[NH:7][C@@H:8]1[CH2:12][CH2:11][N:10]([CH2:13][C@H:14]([OH:16])[CH3:15])[CH2:9]1)([CH3:3])([CH3:2])[CH3:4]. Procedure: [(R)-1-((R)-2-Hydroxy-propyl)-pyrrolidin-3-yl]-carbamic acid tert-butyl ester (244 mg) was prepared from [(R)-1-((R)-2-hydroxy-propionyl)-pyrrolidin-3-yl]carbamic acid tert-butyl ester (500 mg) and 1 M borane in THF (6 mL). The reaction was stirred at room temperature for 30 min and then stirred at 50° C. for 8 h. The reaction was added to methanol (20 mL). The solvent was evaporated and crude compound was purified by flash chromatography using DCM:methanol gradient.